The task is: describe an organic reaction: reactants, conditions, products, and yield. This data is from the Open Reaction Database (ORD), a public repository of structured organic reaction records. Reported procedure: To a solution of 4-[3-[6-(3-bromo-5-hydroxymethyl-phenoxy)-hexyl]-2-(2-ethoxycarbonyl-ethyl)-phenoxy]-butyric acid ethyl ester (1.0 g, 1.68 mmol) in N,N-dimethylformamide (10 mL) was added iodoethane (403 μL, 5.04 mmol) and sodium hydride, 60% dispersion in mineral oil (202 mg. 5.04 mmol) at room temperature. The resulting suspension was stirred for 5 h. Then, the reaction mixture was diluted with water and brine. The organic compound was extracted into ethyl acetate and the combined organic ext... Product: C(C)OC(CCCOC1=C(C(=CC=C1)CCCCCCOC1=CC(=CC(=C1)COCC)Br)CCC(=O)OCC)=O (4-[3-[6-(3-Bromo-5-ethoxymethyl-phenoxy)-hexyl]-2-(2-ethoxycarbonyl-ethyl)-phenoxy]-butyric acid ethyl ester). Run in CN(C=O)C (N,N-dimethylformamide), O (water), [Cl-].[Na+].O (brine). Reactants: C(C)OC(CCCOC1=C(C(=CC=C1)CCCCCCOC1=CC(=CC(=C1)CO)Br)CCC(=O)OCC)=O (4-[3-[6-(3-bromo-5-hydroxymethyl-phenoxy)-hexyl]-2-(2-ethoxycarbonyl-ethyl)-phenoxy]-butyric acid ethyl ester), ICC (iodoethane), [H-].[Na+] (sodium hydride). Reaction conditions: time 5 hour. As a reaction SMILES: [CH2:1]([O:3][C:4](=[O:38])[CH2:5][CH2:6][CH2:7][O:8][C:9]1[CH:14]=[CH:13][CH:12]=[C:11]([CH2:15][CH2:16][CH2:17][CH2:18][CH2:19][CH2:20][O:21][C:22]2[CH:27]=[C:26]([CH2:28][OH:29])[CH:25]=[C:24]([Br:30])[CH:23]=2)[C:10]=1[CH2:31][CH2:32][C:33]([O:35][CH2:36][CH3:37])=[O:34])[CH3:2].I[CH2:40][CH3:41].[H-].[Na+]>CN(C)C=O.O.[Cl-].[Na+].O>[CH2:1]([O:3][C:4](=[O:38])[CH2:5][CH2:6][CH2:7][O:8][C:9]1[CH:14]=[CH:13][CH:12]=[C:11]([CH2:15][CH2:16][CH2:17][CH2:18][CH2:19][CH2:20][O:21][C:22]2[CH:27]=[C:26]([CH2:28][O:29][CH2:40][CH3:41])[CH:25]=[C:24]([Br:30])[CH:23]=2)[C:10]=1[CH2:31][CH2:32][C:33]([O:35][CH2:36][CH3:37])=[O:34])[CH3:2] |f:2.3,6.7.8|. Isolated yield 52.7%. Reactants: Cl (HCl), C(C)(C)(C)OC(=O)C1=CC=C(C=C1)NC([C@H](CC(=O)O)NC(\C=C\C1=C(C=CC(=C1)Cl)N1N=NN=C1)=O)=O ((S,E)-4-(4-(tert-butoxycarbonyl)phenylamino)-3-(3-(5-chloro-2-(1H-tetrazol-1-yl)phenyl)acrylamido)-4-oxobutanoic acid), 17A, O.[OH-].[Li+] (lithium hydroxide monohydrate), C1CCOC1 (THF). Run in O (H2O). Conditions: time 1 hour. The product is ClC=1C=CC(=C(C1)/C=C/C(=O)N[C@H](C(=O)NC1=CC=C(C(=O)O)C=C1)CC(=O)N1CCN(CC1)C)N1N=NN=C1 (4-[(S)-2-[(E)-3-(5-chloro-2-tetrazol-1-yl-phenyl)-acryloylamino]-4-(4-methyl-piperazin-1-yl)-4-oxo-butyrylamino]-benzoic acid). RXN SMILES: C([O:5][C:6]([C:8]1[CH:13]=[CH:12][C:11]([NH:14][C:15](=[O:38])[C@@H:16]([NH:21][C:22](=[O:37])/[CH:23]=[CH:24]/[C:25]2[CH:30]=[C:29]([Cl:31])[CH:28]=[CH:27][C:26]=2[N:32]2[CH:36]=[N:35][N:34]=[N:33]2)[CH2:17][C:18](O)=[O:19])=[CH:10][CH:9]=1)=[O:7])(C)(C)C.O.[OH-].[Li+].Cl.[CH2:43]1[CH2:47]OCC1>O>[Cl:31][C:29]1[CH:28]=[CH:27][C:26]([N:32]2[CH:36]=[N:35][N:34]=[N:33]2)=[C:25](/[CH:24]=[CH:23]/[C:22]([NH:21][C@@H:16]([CH2:17][C:18]([N:21]2[CH2:43][CH2:47][N:14]([CH3:11])[CH2:15][CH2:16]2)=[O:19])[C:15]([NH:14][C:11]2[CH:12]=[CH:13][C:8]([C:6]([OH:5])=[O:7])=[CH:9][CH:10]=2)=[O:38])=[O:37])[CH:30]=1 |f:1.2.3|. Procedure details: (S,E)-4-(4-(tert-butoxycarbonyl)phenylamino)-3-(3-(5-chloro-2-(1H-tetrazol-1-yl)phenyl)acrylamido)-4-oxobutanoic acid: To a solution of 17A (1.8 g, 3.24 mmol) in THF (16 mL) was added lithium hydroxide monohydrate (0.30 g, 7.14 mmol) in H2O (16 mL). After 1 h, the reaction mixture was acidified to pH 5-6 with 1.0M HCl and extracted with EtOAc (3×40 mL). The combined organic extracts were dried over sodium sulfate, filtered, and concentrated to afford the desired product as an off-white solid. LC... Reaction SMILES: [CH2:15]1[O:16][CH2:17][CH2:18][O:19][CH2:20]1.[CH3:1][O-:2].[Cl:4][c:5]1[cH:6][cH:7][c:8]([N+:12](=[O:13])[O-:14])[c:9]([NH2:10])[cH:11]1.[Na+:3]>>[CH3:1][O:2][c:5]1[cH:6][cH:7][c:8]([N+:12](=[O:13])[O-:14])[c:9]([NH2:10])[cH:11]1. Yields the product COc1ccc([N+](=O)[O-])c(N)c1. Reactants: C1COCCO1, C[O-], Nc1cc(Cl)ccc1[N+](=O)[O-], [Na+]. The reactants are CC(C)(C)OC(=O)N1CCC(=CC#N)CC1, CCO. Yields the product CC(C)(C)OC(=O)N1CCC(CC#N)CC1. RXN SMILES: [C:1]([CH3:2])([CH3:3])([CH3:4])[O:5][C:6](=[O:7])[N:8]1[CH2:9][CH2:10][C:11](=[CH:14][C:15]#[N:16])[CH2:12][CH2:13]1.[CH3:17][CH2:18][OH:19]>>[C:1]([CH3:2])([CH3:3])([CH3:4])[O:5][C:6](=[O:7])[N:8]1[CH2:9][CH2:10][CH:11]([CH2:14][C:15]#[N:16])[CH2:12][CH2:13]1. The reactants are CO, CN(C)CC1CCN(Cc2ccccc2)C1, [H][H]. Product: CN(C)CC1CCNC1. As a reaction SMILES: [CH3:19][OH:20].[CH3:1][N:2]([CH2:3][CH:4]1[CH2:5][N:6]([CH2:9][c:10]2[cH:11][cH:12][cH:13][cH:14][cH:15]2)[CH2:7][CH2:8]1)[CH3:16].[H:17][H:18]>>[CH3:1][N:2]([CH2:3][CH:4]1[CH2:5][NH:6][CH2:7][CH2:8]1)[CH3:16]. Reactants: FC(OC1=CC=C(OC2CCN(CC2)C2=CC=C(C=C2)O)C=C1)(F)F (4-[4-(4-trifluoromethoxyphenoxy)piperidin-1-yl]phenol), C([C@H]1CO1)OS(=O)(=O)C1=CC=C([N+](=O)[O-])C=C1 ((R)-glycidylnosylate). Procedure details: A target compound was manufactured as in Example 1, using 4-[4-(4-trifluoromethoxyphenoxy)piperidin-1-yl]phenol and (R)-glycidylnosylate as starting raw materials. Reaction SMILES: [F:1][C:2]([F:25])([F:24])[O:3][C:4]1[CH:23]=[CH:22][C:7]([O:8][CH:9]2[CH2:14][CH2:13][N:12]([C:15]3[CH:20]=[CH:19][C:18]([OH:21])=[CH:17][CH:16]=3)[CH2:11][CH2:10]2)=[CH:6][CH:5]=1.[CH2:26](OS(C1C=CC([N+]([O-])=O)=CC=1)(=O)=O)[C@@H:27]1[O:29][CH2:28]1>>[O:29]1[CH2:28][C@@H:27]1[CH2:26][O:21][C:18]1[CH:19]=[CH:20][C:15]([N:12]2[CH2:11][CH2:10][CH:9]([O:8][C:7]3[CH:22]=[CH:23][C:4]([O:3][C:2]([F:1])([F:24])[F:25])=[CH:5][CH:6]=3)[CH2:14][CH2:13]2)=[CH:16][CH:17]=1. Product: O1[C@@H](COC2=CC=C(C=C2)N2CCC(CC2)OC2=CC=C(C=C2)OC(F)(F)F)C1 ((R)-1-[4-(2,3-epoxypropoxy)phenyl]-4-(4-trifluoromethoxyphenoxy)piperidine). The reactants are [H-].[Na+] (NaH), CC(=O)O (AcOH), O1C(CCC1)COC1=C(C=CC=C1)C(C)=O (1-[2-(tetrahydro-furan-2-ylmethoxy)-phenyl]-ethanone), C(C)OC(OCC)=O (diethylcarbonat). Run in C1(=CC=CC=C1)C (toluene), O (water), C1(=CC=CC=C1)C (toluene). The product is C(C)OC(CC(C1=C(C=CC=C1)OCC1OCCC1)=O)=O (3-oxo-3-[2-(tetrahydro-furan-2-ylmethoxy)-phenyl]-propionic acid ethyl ester). The yield is 63.3%. Reaction SMILES: [O:1]1[CH2:5][CH2:4][CH2:3][CH:2]1[CH2:6][O:7][C:8]1[CH:13]=[CH:12][CH:11]=[CH:10][C:9]=1[C:14](=[O:16])[CH3:15].[CH2:17]([O:19][C:20](=O)[O:21]CC)[CH3:18].[H-].[Na+].CC(O)=O>C1(C)C=CC=CC=1.O>[CH2:17]([O:19][C:20](=[O:21])[CH2:15][C:14](=[O:16])[C:9]1[CH:10]=[CH:11][CH:12]=[CH:13][C:8]=1[O:7][CH2:6][CH:2]1[CH2:3][CH2:4][CH2:5][O:1]1)[CH3:18] |f:2.3|. Reported procedure: A mixture of 1-[2-(tetrahydro-furan-2-ylmethoxy)-phenyl]-ethanone (2.22 g, 0.01 mol) and diethylcarbonat (10 mL, 0.083 mol) in anhydrous toluene (20 mL) was added dropwise to a suspension NaH (1.0 g, 0.025 mol) in anhydrous toluene (20 mL). After addition, the mixture refluxed for 2 h, cooled and poured slowly into a solution AcOH (3 mL) and water (50 mL). After separated the organic layer, the aqueous layer was extracted with ethyl acetate (2×50 mL). Organic layers were combined, washed with wa...